This data is from the Open Reaction Database (ORD), a public repository of structured organic reaction records. The task is: describe an organic reaction: reactants, conditions, products, and yield Reactants: BrC=1C=NC=CC1CO (3-bromo-4-(hydroxymethyl)pyridine), S(=O)(Cl)Cl (thionyl dichloride). Run in C(Cl)Cl (methylene chloride). Conditions: time 2 hour. The product is BrC=1C=NC=CC1CCl (3-bromo-4-chloromethylpyridine). Yield: 118.2%. As a reaction SMILES: [Br:1][C:2]1[CH:3]=[N:4][CH:5]=[CH:6][C:7]=1[CH2:8]O.S(Cl)([Cl:12])=O>C(Cl)Cl>[Br:1][C:2]1[CH:3]=[N:4][CH:5]=[CH:6][C:7]=1[CH2:8][Cl:12]. Reported procedure: To a solution of 3-bromo-4-(hydroxymethyl)pyridine (1.6 g, 8.4 mmol) in methylene chloride (90 mL) was added thionyl dichloride (1.6 mL, 22.0 mmol) dropwise over at 0° C. The reaction was stirred at room temperature for 2 h and then concentrated. The yellow solid was dried in a vacuum to afford the compound 5 (2.05 g, 100%). The reactants are CI, COc1ccc2[nH]c3c(c2c1)CSc1ncccc1-3, [H-], [Na+], CN(C)C=O. Yields the product COc1ccc2c(c1)c1c(n2C)-c2cccnc2SC1. As a reaction SMILES: [CH3:22][I:23].[CH3:3][O:4][c:5]1[cH:6][c:7]2[c:8]3[c:13]([nH:14][c:15]2[cH:16][cH:17]1)-[c:12]1[c:11]([n:21][cH:20][cH:19][cH:18]1)[S:10][CH2:9]3.[H-:2].[Na+:1].[O:24]=[CH:25][N:26]([CH3:27])[CH3:28]>>[CH3:3][O:4][c:5]1[cH:6][c:7]2[c:8]3[c:13]([n:14]([CH3:22])[c:15]2[cH:16][cH:17]1)-[c:12]1[c:11]([n:21][cH:20][cH:19][cH:18]1)[S:10][CH2:9]3. The reactants are C(CCC)[Li] (n-butyllithium), CC1(NC(CCC1)(C)C)C (2,2,6,6-tetramethylpiperidine), C[N+]1(CCOCC1)[O-] (4-Methylmorpholine 4-oxide), FC1=NC(=CC=C1OCOC)OCC(C)(C)C (2-fluoro-3-(methoxymethoxy)-6-(neopentyloxy)pyridine), [NH4+].[Cl-] (NH4Cl), BrC=1C=CC(=C(C=O)C1)F (5-bromo-2-fluorobenzaldehyde). Reagents/catalysts: [Ru](=O)(=O)(=O)[O-].C(CC)[N+](CCC)(CCC)CCC (tetrapropylammonium perruthenate). The solvent is C1CCOC1 (THF), CCOC(=O)C (EtOAc), C1CCOC1 (THF), C1CCOC1 (THF). Run at temperature 0 celsius, time 25 minute. Yields the product BrC=1C=CC(=C(C1)C(=O)C1=C(C(=NC(=C1)OCC(C)(C)C)F)OCOC)F ((5-bromo-2-fluorophenyl)(2-fluoro-3-(methoxymethoxy)-6-(neopentyloxy)pyridin-4-yl)methanone). As a reaction SMILES: C([Li])CCC.CC1(C)CCCC(C)(C)N1.[F:16][C:17]1[C:22]([O:23][CH2:24][O:25][CH3:26])=[CH:21][CH:20]=[C:19]([O:27][CH2:28][C:29]([CH3:32])([CH3:31])[CH3:30])[N:18]=1.[Br:33][C:34]1[CH:35]=[CH:36][C:37]([F:42])=[C:38]([CH:41]=1)[CH:39]=[O:40].[NH4+].[Cl-].C[N+]1([O-])CCOCC1>C1COCC1.[Ru]([O-])(=O)(=O)=O.C([N+](CCC)(CCC)CCC)CC.CCOC(C)=O>[Br:33][C:34]1[CH:35]=[CH:36][C:37]([F:42])=[C:38]([C:39]([C:21]2[CH:20]=[C:19]([O:27][CH2:28][C:29]([CH3:32])([CH3:31])[CH3:30])[N:18]=[C:17]([F:16])[C:22]=2[O:23][CH2:24][O:25][CH3:26])=[O:40])[CH:41]=1 |f:4.5,8.9|. Reported procedure: A solution of n-butyllithium (1.6M in hexanes; 6.52 mL, 10.44 mmol) was added drop wise to a solution of 2,2,6,6-tetramethylpiperidine (1.897 mL, 11.24 mmol) in THF (30 mL) at −78° C. under nitrogen atmosphere. The reaction mixture was warmed to 0° C. and stirred for 25 min. The reaction mixture was cooled down again to −78° C. and a solution of 2-fluoro-3-(methoxymethoxy)-6-(neopentyloxy)pyridine (2.149 g, 8.83 mmol) in THF (5 mL) was added drop wise. The reaction mixture was kept for 1 h at −7... Starting materials: CC(C)C(NC(=O)OCc1ccccc1)C(=O)O, CN(C)c1ccncc1, CN(C)C=O, Oc1cccc(O)c1. Product: CC(C)C(NC(=O)OCc1ccccc1)C(=O)Oc1cccc(O)c1. As a reaction SMILES: [C:1](=[O:2])([O:3][CH2:4][c:5]1[cH:6][cH:7][cH:8][cH:9][cH:10]1)[NH:11][CH:12]([CH:13]([CH3:14])[CH3:15])[C:16](=[O:17])[OH:18].[CH3:27][N:28]([CH3:29])[c:30]1[cH:31][cH:32][n:33][cH:34][cH:35]1.[O:36]=[CH:37][N:38]([CH3:39])[CH3:40].[OH:19][c:20]1[cH:21][c:22]([OH:26])[cH:23][cH:24][cH:25]1>>[C:1](=[O:2])([O:3][CH2:4][c:5]1[cH:6][cH:7][cH:8][cH:9][cH:10]1)[NH:11][CH:12]([CH:13]([CH3:14])[CH3:15])[C:16](=[O:17])[O:18][c:22]1[cH:21][c:20]([OH:19])[cH:25][cH:24][cH:23]1. Starting materials: Cl.O(C)N (Methoxylamine hydrochloride), N1=CC=CC=C1 (pyridine), N(C1=CC=CC=C1)C1=NC=CC(=N1)C1=CN=C(N1C(C)C)C=O (2-anilino-4-(2-formyl-1-isopropylimidazol-5-yl)pyrimidine). Solvent: CCO (EtOH). Run at time 18 hour. Product: N(C1=CC=CC=C1)C1=NC=CC(=N1)C1=CN=C(N1C(C)C)C=NOC (2-Anilino-4-[1-isopropyl-2-(methoxyiminomethyl)imidazol-5-yl]pyrimidine). Isolated yield 90.6%. Reaction SMILES: Cl.[O:2]([NH2:4])[CH3:3].N1C=CC=CC=1.[NH:11]([C:18]1[N:23]=[C:22]([C:24]2[N:28]([CH:29]([CH3:31])[CH3:30])[C:27]([CH:32]=O)=[N:26][CH:25]=2)[CH:21]=[CH:20][N:19]=1)[C:12]1[CH:17]=[CH:16][CH:15]=[CH:14][CH:13]=1>CCO>[NH:11]([C:18]1[N:23]=[C:22]([C:24]2[N:28]([CH:29]([CH3:30])[CH3:31])[C:27]([CH:32]=[N:4][O:2][CH3:3])=[N:26][CH:25]=2)[CH:21]=[CH:20][N:19]=1)[C:12]1[CH:17]=[CH:16][CH:15]=[CH:14][CH:13]=1 |f:0.1|. Procedure details: Methoxylamine hydrochloride (340 mg, 4.07 mmol) and pyridine (322 mg, 4.07 mmol) was added to a solution of 2-anilino-4-(2-formyl-1-isopropylimidazol-5-yl)pyrimidine (Example 10; 250 mg, 0.814 mmol) in EtOH (10 ml) and the mixture was stirred at ambient temperature for 18 hours. The volatiles were removed by evaporation and the residue triturated with water. The solid product was collected by filtration and dried at 50° C. under vacuum to give the title compound (248 mg, 91%) as a white crystall... The reactants are [Si](C)(C)(C(C)(C)C)OC=1C=C(C(N2C[C@H](N[C@H](C2)C)C)C2=CC=C(C(=O)N(CC)CC)C=C2)C=CC1 ((±)-4-(3-((tert-butyldimethylsilyl)oxy)-α-(cis-3,5-dimethyl-1-piperazinyl)benzyl)-N,N-diethylbenzamide), C(=O)O (formic acid), C=O (formaldehyde). Solvent: Cl (hydrochloric acid). Reaction conditions: temperature 80 celsius. Product: C(C)N(C(C1=CC=CC=C1)=O)CC (N,N-diethylbenzamide). RXN SMILES: [Si](OC1C=C(C=CC=1)C([C:21]1[CH:33]=[CH:32][C:24]([C:25]([N:27]([CH2:30][CH3:31])[CH2:28][CH3:29])=[O:26])=[CH:23][CH:22]=1)N1C[C@H](C)N[C@H](C)C1)(C(C)(C)C)(C)C.C(O)=O.C=O>Cl>[CH2:30]([N:27]([CH2:28][CH3:29])[C:25](=[O:26])[C:24]1[CH:32]=[CH:33][CH:21]=[CH:22][CH:23]=1)[CH3:31]. Reported procedure: A mixture of (±)-4-(3-((tert-butyldimethylsilyl)oxy)-α-(cis-3,5-dimethyl-1-piperazinyl)benzyl)-N,N-diethylbenzamide (18.5 g, 36.5 mmol) (from Example 11), 88% formic acid (5.1 g, 110 mmol) and 37.6% formaldehyde (2.8 g, 95 mmol) was heated at 80° C. overnight. The reaction mixture was cooled to room temperature and 20 mL of 7.2M hydrochloric acid was added slowly. The mixture was washed three times with 40 mL of dichloromethane. The pH of the aqueous layer was adjusted to 8 with a saturated solu...